From a dataset of the Open Reaction Database (ORD), a public repository of structured organic reaction records. describe an organic reaction: reactants, conditions, products, and yield As a reaction SMILES: [C:1]([CH3:2])([CH3:3])([CH3:4])[O:5][C:6](=[O:7])[N:8]1[CH2:9][CH:10]([O:13][c:14]2[cH:15][cH:16][c:17]([C:18](=[O:19])[OH:20])[cH:21][cH:22]2)[CH2:11][CH2:12]1.[Cl:24][c:25]1[cH:26][c:27]2[cH:28][cH:29][c:30]([S:35](=[O:36])(=[O:37])[N:38]3[CH2:39][CH2:40][NH:41][CH2:42][CH2:43]3)[cH:31][c:32]2[cH:33][cH:34]1.[ClH:23]>>[C:1]([CH3:2])([CH3:3])([CH3:4])[O:5][C:6](=[O:7])[N:8]1[CH2:9][CH:10]([O:13][c:14]2[cH:15][cH:16][c:17]([C:18](=[O:20])[N:41]3[CH2:40][CH2:39][N:38]([S:35]([c:30]4[cH:29][cH:28][c:27]5[cH:26][c:25]([Cl:24])[cH:34][cH:33][c:32]5[cH:31]4)(=[O:36])=[O:37])[CH2:43][CH2:42]3)[cH:21][cH:22]2)[CH2:11][CH2:12]1. Yields the product CC(C)(C)OC(=O)N1CCC(Oc2ccc(C(=O)N3CCN(S(=O)(=O)c4ccc5cc(Cl)ccc5c4)CC3)cc2)C1. Reactants: CC(C)(C)OC(=O)N1CCC(Oc2ccc(C(=O)O)cc2)C1, O=S(=O)(c1ccc2cc(Cl)ccc2c1)N1CCNCC1, Cl.